From a dataset of the Open Reaction Database (ORD), a public repository of structured organic reaction records. describe an organic reaction: reactants, conditions, products, and yield Starting materials: Amidine, C(C1=CC=CC=C1)#N (benzonitrile), O (water), C1(=CC=CC=C1)SC1=C(N)C=CC=C1 (2-phenylthioaniline), C(CCC)[Li] (butyllithium). The solvent is CCCCC (pentane). Yields the product C1(=CC=CC=C1)SC1=C(C=CC=C1)NC(C1=CC=CC=C1)=N (N1-(2-(phenylthio)phenyl)benzamidine). The yield is 69.4%. Reaction SMILES: [C:1]1([S:7][C:8]2[CH:14]=[CH:13][CH:12]=[CH:11][C:9]=2[NH2:10])[CH:6]=[CH:5][CH:4]=[CH:3][CH:2]=1.C([Li])CCC.[C:20](#[N:27])[C:21]1[CH:26]=[CH:25][CH:24]=[CH:23][CH:22]=1.O>CCCCC>[C:1]1([S:7][C:8]2[CH:14]=[CH:13][CH:12]=[CH:11][C:9]=2[NH:10][C:20](=[NH:27])[C:21]2[CH:26]=[CH:25][CH:24]=[CH:23][CH:22]=2)[CH:2]=[CH:3][CH:4]=[CH:5][CH:6]=1. Procedure details: Procedure as described for Amidine I using the following amounts and modifications: 10.06 g of 2-phenylthioaniline (50.0 mmol); 25.0 mL of 2.0 M butyllithium (50.0 mmol), 5.20 mL of benzonitrile (51.0 mmol). After refluxing overnight, the solution was green-brown. Addition of water yielded a light brown solution with suspended solid. Solution was taken to dryness, resuspended in 75 mL of pentane, filtered, washed with 10 mL of pentane and dried in vacuo yielding 10.56 g (69%) of beige powder. NM... The reactants are CC1=CC(NN=C1C1=CC=C(C=C1)Br)=O (5-methyl-6-p-bromophenyl-3(2H)-pyridazinone), [OH-].[NH4+] (ammonium hydroxide), [H][H] (hydrogen). Reagents/catalysts: [Pd] (palladium on carbon). Run in C(C)O (ethanol). Conditions: temperature 50 celsius. Yields the product CC1=CC(NN=C1C1=CC=CC=C1)=O (5-methyl-6-phenyl-3(2H)-pyridazinone). As a reaction SMILES: [CH3:1][C:2]1[C:7]([C:8]2[CH:13]=[CH:12][C:11](Br)=[CH:10][CH:9]=2)=[N:6][NH:5][C:4](=[O:15])[CH:3]=1.[OH-].[NH4+].[H][H]>[Pd].C(O)C>[CH3:1][C:2]1[C:7]([C:8]2[CH:13]=[CH:12][CH:11]=[CH:10][CH:9]=2)=[N:6][NH:5][C:4](=[O:15])[CH:3]=1 |f:1.2|. Reported procedure: A 10.0 g. portion of 5-methyl-6-p-bromophenyl-3(2H)-pyridazinone and 1.0 g. of 10% palladium on carbon catalyst in 150 ml. of ethanol and 50 ml. of ammonium hydroxide is shaken under 40 lb. of hydrogen pressure for 4 hours in a Parr bottle, heated to 50° C. with an outside jacket. The reaction mixture is suction filtered and the filtrate concentrated to a white solid which is washed with water and air dried to afford 5-methyl-6-phenyl-3(2H)-pyridazinone as white crystals. Reactants: C(C)OC(CC(=O)N1CCC(CC1)OC1=C(C=CC=C1)Cl)=O (3-[4-(2-chloro-phenoxy)-piperidin-1-yl]-3-oxo-propionic acid ethyl ester), CO (methanol), O (H2O), O[Li].O (LiOH.H2O). Run in C1CCOC1 (THF). Reaction conditions: time 30 minute. Product: ClC1=C(OC2CCN(CC2)C(CC(=O)O)=O)C=CC=C1 (3-[4-(2-chloro-phenoxy)-piperidin-1-yl]-3-oxo-propionic acid). Isolated yield 74.1%. Reaction SMILES: C([O:3][C:4](=[O:22])[CH2:5][C:6]([N:8]1[CH2:13][CH2:12][CH:11]([O:14][C:15]2[CH:20]=[CH:19][CH:18]=[CH:17][C:16]=2[Cl:21])[CH2:10][CH2:9]1)=[O:7])C.CO.O.O[Li].O>C1COCC1>[Cl:21][C:16]1[CH:17]=[CH:18][CH:19]=[CH:20][C:15]=1[O:14][CH:11]1[CH2:10][CH2:9][N:8]([C:6](=[O:7])[CH2:5][C:4]([OH:22])=[O:3])[CH2:13][CH2:12]1 |f:3.4|. Procedure details: To a stirred solution of malonic acid monoethyl ester (1.2 g, 0.0089 mole) in DMF (10 mL) was added DIPEA (2.5 g, 0.02 mole), HOBt (1.3 g, 0.0097 mole) and EDCI.HCl (1.9 g, 0.0097 mole). After 2 minutes 4-(2-chloro-phenoxy)-piperidine hydrochloride (2 g, 0.0081 mole) was added and the resulting mixture was stirred overnight. The reaction mixture was then diluted with cold water and the product was extracted with ethyl acetate. The organic layers were dried over sodium sulfate and concentrated un... Starting materials: CCCCCCCCCCC#Cc1cccc(C=O)c1, CCOC(=O)C=P(c1ccccc1)(c1ccccc1)c1ccccc1, Cc1ccccc1. As a reaction SMILES: [C:1](#[C:2][CH2:3][CH2:4][CH2:5][CH2:6][CH2:7][CH2:8][CH2:9][CH2:10][CH2:11][CH3:12])[c:13]1[cH:14][c:15]([CH:16]=[O:17])[cH:18][cH:19][cH:20]1.[C:21](=[O:22])([O:23][CH2:24][CH3:25])[CH:26]=[P:27]([c:28]1[cH:29][cH:30][cH:31][cH:32][cH:33]1)([c:34]1[cH:35][cH:36][cH:37][cH:38][cH:39]1)[c:40]1[cH:41][cH:42][cH:43][cH:44][cH:45]1.[CH3:46][c:47]1[cH:48][cH:49][cH:50][cH:51][cH:52]1>>[C:1](#[C:2][CH2:3][CH2:4][CH2:5][CH2:6][CH2:7][CH2:8][CH2:9][CH2:10][CH2:11][CH3:12])[c:13]1[cH:14][c:15]([CH:16]=[CH:26][C:21](=[O:22])[O:23][CH2:24][CH3:25])[cH:18][cH:19][cH:20]1. The product is CCCCCCCCCCC#Cc1cccc(C=CC(=O)OCC)c1. The reactants are COCC(=O)O, CCN=C=NCCCN(C)C, CCN(C(C)C)C(C)C, ClCCl, NC1c2ccccc2CC1NC(=O)c1cc2sc(Cl)c(Cl)c2[nH]1, On1nnc2ccccc21. Yields the product COCC(=O)NC1c2ccccc2CC1NC(=O)c1cc2sc(Cl)c(Cl)c2[nH]1. As a reaction SMILES: [CH3:20][O:21][CH2:22][C:23](=[O:24])[OH:25].[CH3:26][CH2:27][N:28]=[C:29]=[N:30][CH2:31][CH2:32][CH2:33][N:34]([CH3:35])[CH3:36].[CH:1]([N:2]([CH2:3][CH3:4])[CH:5]([CH3:6])[CH3:7])([CH3:8])[CH3:9].[Cl:60][CH2:61][Cl:62].[NH2:37][CH:38]1[CH:39]([NH:47][C:48](=[O:49])[c:50]2[cH:51][c:52]3[c:53]([nH:54]2)[c:55]([Cl:59])[c:56]([Cl:58])[s:57]3)[CH2:40][c:41]2[cH:42][cH:43][cH:44][cH:45][c:46]21.[OH:10][n:11]1[c:12]2[c:13]([cH:14][cH:15][cH:16][cH:17]2)[n:18][n:19]1>>[CH3:20][O:21][CH2:22][C:23](=[O:25])[NH:37][CH:38]1[CH:39]([NH:47][C:48](=[O:49])[c:50]2[cH:51][c:52]3[c:53]([nH:54]2)[c:55]([Cl:59])[c:56]([Cl:58])[s:57]3)[CH2:40][c:41]2[cH:42][cH:43][cH:44][cH:45][c:46]21. Starting materials: CCS, CC[O-], CCO, CCOC(=O)c1c(Cl)cc(C(F)(F)F)nc1C(F)(F)F, [Na+], [Na], O=C(OO)c1cccc(Cl)c1. Product: CCOC(=O)c1c(S(=O)CC)cc(C(F)(F)F)nc1C(F)(F)F. As a reaction SMILES: [CH2:1]([CH3:2])[SH:3].[CH3:25][CH2:26][O-:27].[CH3:40][CH2:41][OH:42].[F:4][C:5]([c:6]1[n:7][c:8]([C:18]([F:19])([F:20])[F:21])[cH:9][c:10]([Cl:17])[c:11]1[C:12](=[O:13])[O:14][CH2:15][CH3:16])([F:22])[F:23].[Na+:24].[Na:28].[OH:29][O:30][C:31]([c:32]1[cH:33][c:34]([Cl:35])[cH:36][cH:37][cH:38]1)=[O:39]>>[CH2:1]([CH3:2])[S:3]([c:10]1[cH:9][c:8]([C:18]([F:19])([F:20])[F:21])[n:7][c:6]([C:5]([F:4])([F:22])[F:23])[c:11]1[C:12](=[O:13])[O:14][CH2:15][CH3:16])=[O:27].